This data is from the Open Reaction Database (ORD), a public repository of structured organic reaction records. The task is: describe an organic reaction: reactants, conditions, products, and yield The reactants are O=C1CCC(=O)N1Br, ClC(Cl)(Cl)Cl, CCCCOc1cccc(OCCCC)c1. Yields the product CCCCOc1ccc(Br)c(OCCCC)c1. RXN SMILES: [Br:17][N:18]1[C:19](=[O:20])[CH2:21][CH2:22][C:23]1=[O:24].[C:25]([Cl:26])([Cl:27])([Cl:28])[Cl:29].[CH2:1]([CH2:2][CH2:3][CH3:4])[O:5][c:6]1[cH:7][c:8]([O:12][CH2:13][CH2:14][CH2:15][CH3:16])[cH:9][cH:10][cH:11]1>>[CH2:1]([CH2:2][CH2:3][CH3:4])[O:5][c:6]1[cH:7][c:8]([O:12][CH2:13][CH2:14][CH2:15][CH3:16])[cH:9][cH:10][c:11]1[Br:17]. The reactants are Cl, O=C(O)c1cc(F)ccc1Sc1ccccc1, C1CCOC1, c1ccccc1. Yields the product OCc1cc(F)ccc1Sc1ccccc1. Reaction SMILES: [ClH:18].[F:1][c:2]1[cH:3][c:4]([C:5](=[O:6])[OH:7])[c:8]([S:11][c:12]2[cH:13][cH:14][cH:15][cH:16][cH:17]2)[cH:9][cH:10]1.[O:19]1[CH2:20][CH2:21][CH2:22][CH2:23]1.[cH:24]1[cH:25][cH:26][cH:27][cH:28][cH:29]1>>[F:1][c:2]1[cH:3][c:4]([CH2:5][OH:6])[c:8]([S:11][c:12]2[cH:13][cH:14][cH:15][cH:16][cH:17]2)[cH:9][cH:10]1. Reactants: COC(CC1(OCC(C2=C1NC1=CC=CC=C21)O)CC)=O (1-ethyl-4-hydroxy-1,3,4,9-tetrahydropyrano[3,4-b]indole-1-acetic acid methyl ester), C(C1=CC=CC=C1)[Mg]Br (benzyl magnesium bromide). The reagents and catalysts are Cl[Ti](Cl)(Cl)Cl (TiCl4). Run in C(Cl)Cl (methylene chloride), CCOCC (ether). Conditions: temperature -78 celsius. Product: COC(CC1(OCC(C2=C1NC1=CC=CC=C21)CC2=CC=CC=C2)CC)=O (4-Benzyl-1-ethyl-1,3,4,9-tetrahydropyrano[3,4-b]indole-1-acetic Acid Methyl Ester). Yield: 51.5%. Reaction SMILES: [CH3:1][O:2][C:3](=[O:21])[CH2:4][C:5]1([CH2:19][CH3:20])[C:10]2[NH:11][C:12]3[C:17]([C:9]=2[CH:8](O)[CH2:7][O:6]1)=[CH:16][CH:15]=[CH:14][CH:13]=3.[CH2:22]([Mg]Br)[C:23]1[CH:28]=[CH:27][CH:26]=[CH:25][CH:24]=1>C(Cl)Cl.CCOCC.Cl[Ti](Cl)(Cl)Cl>[CH3:1][O:2][C:3](=[O:21])[CH2:4][C:5]1([CH2:19][CH3:20])[C:10]2[NH:11][C:12]3[C:17]([C:9]=2[CH:8]([CH2:22][C:23]2[CH:28]=[CH:27][CH:26]=[CH:25][CH:24]=2)[CH2:7][O:6]1)=[CH:16][CH:15]=[CH:14][CH:13]=3. Reported procedure: To a solution of 1-ethyl-4-hydroxy-1,3,4,9-tetrahydropyrano[3,4-b]indole-1-acetic acid methyl ester (1 g, 3.6 mmol) in 60 mL of dry methylene chloride at -78° C. under nitrogen was added TiCl4 in one portion and then after ~10 minutes, a solution of benzyl magnesium bromide in ether was added in one portion and the reaction mixture was allowed to stir at -78° C. for ~30 minutes. The reaction was quenched with methanol (3 mL) at -78° C. and then poured into water (10 mL). The two layers were sepa... Starting materials: CCCC[N+](CCCC)(CCCC)CCCC, [F-], C1CCOC1, O, C=CCOP(=O)(OCC=C)OCc1cccc2cccc(CO[Si](C)(C)C(C)(C)C)c12. The product is C=CCOP(=O)(OCC=C)OCc1cccc2cccc(CO)c12. Reaction SMILES: [CH3:33][CH2:34][CH2:35][CH2:36][N+:37]([CH2:38][CH2:39][CH2:40][CH3:41])([CH2:42][CH2:43][CH2:44][CH3:45])[CH2:46][CH2:47][CH2:48][CH3:49].[F-:32].[O:51]1[CH2:52][CH2:53][CH2:54][CH2:55]1.[OH2:50].[P:1](=[O:2])([O:3][CH2:4][CH:5]=[CH2:6])([O:7][CH2:8][CH:9]=[CH2:10])[O:11][CH2:12][c:13]1[cH:14][cH:15][cH:16][c:17]2[cH:18][cH:19][cH:20][c:21]([CH2:23][O:24][Si:25]([C:26]([CH3:27])([CH3:28])[CH3:29])([CH3:30])[CH3:31])[c:22]12>>[P:1](=[O:2])([O:3][CH2:4][CH:5]=[CH2:6])([O:7][CH2:8][CH:9]=[CH2:10])[O:11][CH2:12][c:13]1[cH:14][cH:15][cH:16][c:17]2[cH:18][cH:19][cH:20][c:21]([CH2:23][OH:24])[c:22]12. The reactants are O=[N+]([O-])c1cc(Br)ccc1Br, OCCNCc1ccccc1, CCCCO. Product: O=[N+]([O-])c1cc(Br)ccc1N(CCO)Cc1ccccc1. As a reaction SMILES: [Br:1][c:2]1[c:3]([N+:9](=[O:10])[O-:11])[cH:4][c:5]([Br:8])[cH:6][cH:7]1.[CH2:12]([c:13]1[cH:14][cH:15][cH:16][cH:17][cH:18]1)[NH:19][CH2:20][CH2:21][OH:22].[CH2:23]([OH:24])[CH2:25][CH2:26][CH3:27]>>[c:2]1([N:19]([CH2:12][c:13]2[cH:14][cH:15][cH:16][cH:17][cH:18]2)[CH2:20][CH2:21][OH:22])[c:3]([N+:9](=[O:10])[O-:11])[cH:4][c:5]([Br:8])[cH:6][cH:7]1. Reactants: CCOC=C(C(=O)OCC)C(=O)OCC, CCO, Nc1cc(O)cc(O)c1. Product: CCOC(=O)C(=CNc1cc(O)cc(O)c1)C(=O)OCC. RXN SMILES: [CH2:10]([O:11][CH:13]=[C:14]([C:15](=[O:16])[O:17][CH2:18][CH3:19])[C:20](=[O:21])[O:22][CH2:23][CH3:24])[CH3:12].[CH3:25][CH2:26][OH:27].[OH:1][c:2]1[cH:3][c:4]([NH2:5])[cH:6][c:7]([OH:9])[cH:8]1>>[OH:1][c:2]1[cH:3][c:4]([NH:5][CH:13]=[C:14]([C:15](=[O:16])[O:17][CH2:18][CH3:19])[C:20](=[O:21])[O:22][CH2:23][CH3:24])[cH:6][c:7]([OH:9])[cH:8]1. The reactants are CC(=O)Nc1ccccc1OS(=O)(=O)c1ccc(C)cc1, CCCCCCC, CCOC(C)=O, C#CCCCCC. Yields the product CCCCCC#Cc1ccccc1NC(C)=O. RXN SMILES: [C:1]([CH3:2])(=[O:3])[NH:4][c:5]1[c:6]([O:11][S:12]([c:13]2[cH:14][cH:15][c:16]([CH3:17])[cH:18][cH:19]2)(=[O:20])=[O:21])[cH:7][cH:8][cH:9][cH:10]1.[CH3:29][CH2:30][CH2:31][CH2:32][CH2:33][CH2:34][CH3:35].[CH3:36][CH2:37][O:38][C:39]([CH3:40])=[O:41].[CH:22]#[C:23][CH2:24][CH2:25][CH2:26][CH2:27][CH3:28]>>[C:1]([CH3:2])(=[O:3])[NH:4][c:5]1[c:6]([C:22]#[C:23][CH2:24][CH2:25][CH2:26][CH2:27][CH3:28])[cH:7][cH:8][cH:9][cH:10]1. Reactants: C(NN)(=O)OC(C)(C)C (t-butyl carbazate), C1=C(C=CC2=CC=CC=C12)C=O (2-napthaldehyde). The solvent is Hexanes, C(C)(=O)OCC (ethyl acetate). Run at time 15 minute. Product: C1=C(C=CC2=CC=CC=C12)C=NNC(=O)OC(C)(C)C ((Naphthalen-2-yl)methylenehydrazinecarboxylic acid, 1,1-dimethylethyl ester). The yield is 84.9%. RXN SMILES: [C:1]([O:5][C:6]([CH3:9])([CH3:8])[CH3:7])(=[O:4])[NH:2][NH2:3].[CH:10]1[C:19]2[C:14](=[CH:15][CH:16]=[CH:17][CH:18]=2)[CH:13]=[CH:12][C:11]=1[CH:20]=O>C(OCC)(=O)C>[CH:10]1[C:19]2[C:14](=[CH:15][CH:16]=[CH:17][CH:18]=2)[CH:13]=[CH:12][C:11]=1[CH:20]=[N:3][NH:2][C:1]([O:5][C:6]([CH3:9])([CH3:8])[CH3:7])=[O:4]. Procedure details: To a solution of t-butyl carbazate (7.59 g, 57.4 mmol) in ethyl acetate (22 mL) was added with stirring 2-napthaldehyde (8.98 g, 57.5 mmol). This clear yellow solution was stirred at rt for 15 min. Hexanes (105 mL) was added dropwise and solids precipitated from solution. The slurry was cooled to 0° C., the solids were then filtered and rinsed with cold hexanes (20 mL). A second crop of solids was obtained from the filtrate, filtered and combined with the first crop. The combined solids were rec... Starting materials: CC(=O)Cl, CCOC(C)=O, Nc1ccc2c(c1)CC(=O)N2, C1CCOC1. Yields the product CC(=O)Nc1ccc2c(c1)CC(=O)N2. Reaction SMILES: [CH3:12][C:13]([Cl:14])=[O:15].[CH3:16][CH2:17][O:18][C:19](=[O:20])[CH3:21].[NH2:1][c:2]1[cH:3][c:4]2[c:8]([cH:9][cH:10]1)[NH:7][C:6](=[O:11])[CH2:5]2.[O:22]1[CH2:23][CH2:24][CH2:25][CH2:26]1>>[NH:1]([c:2]1[cH:3][c:4]2[c:8]([cH:9][cH:10]1)[NH:7][C:6](=[O:11])[CH2:5]2)[C:13]([CH3:12])=[O:15].